This data is from the Open Reaction Database (ORD), a public repository of structured organic reaction records. The task is: describe an organic reaction: reactants, conditions, products, and yield Reactants: O=C[C@H](O)[C@@H](O)[C@H](O)[C@H](O)CO (glucose), O=CC(Cl)(Cl)Cl (chloral), CC1=CC=C(C=C1)S(=O)(=O)O (4-methyl-benzene-sulphonic acid). The solvent is C(Cl)(Cl)Cl (chloroform). Run at time 20 minute. Yields the product C([C@H]([C@@H]1[C@@H]([C@@H]2[C@H](O1)O[C@@H](O2)C(Cl)(Cl)Cl)O)O)O (α-chloralose). As a reaction SMILES: [O:1]=[CH:2][C@@H:3]([C@H:5]([C@@H:7]([C@@H:9]([CH2:11][OH:12])[OH:10])[OH:8])[OH:6])[OH:4].O=[CH:14][C:15]([Cl:18])([Cl:17])[Cl:16].CC1C=CC(S(O)(=O)=O)=CC=1>C(Cl)(Cl)Cl>[CH2:11]([OH:12])[C@@H:9]([OH:10])[C@H:7]1[O:8][C@@H:2]2[O:1][C@H:14]([C:15]([Cl:18])([Cl:17])[Cl:16])[O:4][C@@H:3]2[C@H:5]1[OH:6]. Procedure: A mixture of 4.5 g of glucose, 19 g of chloral, 20 ml of chloroform and 0.05 g of 4-methyl-benzene-sulphonic acid is kept at reflux temperature for 7 hours and the formed water is separated by means of a Dean-Stark apparatus. The solvent is distilled off and the residue is kept at 60° C. for 20 minutes. The sedimented material is filtrated and the pH value of the mother lye adjusted to 6.5 with sodium hydroxide. The separated precipitate is filtered. Starting materials: N[C@@H]1C(N[C@@H]1CNC(=O)N)=O (cis-3-amino-4-ureidomethyl-2-azetidinone), Cl.ClCC(=O)NC=1SC=C(N1)/C(/C(=O)Cl)=N/OC(C)(C(=O)OCC1=CC=C(C=C1)[N+](=O)[O-])C (2-(2-chloroacetamido-4-thiazolyl)-2-(Z)-[1-methyl-1-(p-nitrobenzyloxycarbonyl)ethoxyimino]acetyl chloride hydrochloride), C([O-])(O)=O.[Na+] (sodium bicarbonate). The solvent is O (water), O1CCCC1 (tetrahydrofuran). Yields the product ClCC(=O)NC=1SC=C(N1)/C(/C(=O)N[C@@H]1C(N[C@@H]1CNC(=O)N)=O)=N/OC(C)(C(=O)OCC1=CC=C(C=C1)[N+](=O)[O-])C (cis-3-[2-(2-chloroacetamido-4-thiazolyl)-2-(Z)-[1-methyl-1-(p-nitrobenzyloxycarbonyl)ethoxyimino]acetamido]-4-ureidomethyl-2-azetidinone). The yield is 66.4%. Reaction SMILES: [NH2:1][C@H:2]1[C@@H:5]([CH2:6][NH:7][C:8]([NH2:10])=[O:9])[NH:4][C:3]1=[O:11].C(=O)(O)[O-].[Na+].Cl.[Cl:18][CH2:19][C:20]([NH:22][C:23]1[S:24][CH:25]=[C:26](/[C:28](=[N:32]/[O:33][C:34]([CH3:49])([C:36]([O:38][CH2:39][C:40]2[CH:45]=[CH:44][C:43]([N+:46]([O-:48])=[O:47])=[CH:42][CH:41]=2)=[O:37])[CH3:35])/[C:29](Cl)=[O:30])[N:27]=1)=[O:21]>O.O1CCCC1>[Cl:18][CH2:19][C:20]([NH:22][C:23]1[S:24][CH:25]=[C:26](/[C:28](=[N:32]/[O:33][C:34]([CH3:49])([C:36]([O:38][CH2:39][C:40]2[CH:41]=[CH:42][C:43]([N+:46]([O-:48])=[O:47])=[CH:44][CH:45]=2)=[O:37])[CH3:35])/[C:29]([NH:1][C@H:2]2[C@@H:5]([CH2:6][NH:7][C:8]([NH2:10])=[O:9])[NH:4][C:3]2=[O:11])=[O:30])[N:27]=1)=[O:21] |f:1.2,3.4|. Procedure details: A 350 mg portion of the thus-obtained cis-3-amino-4-ureidomethyl-2-azetidinone (433 mg) is dissolved in a mixture of 25 ml of water and 25 ml of tetrahydrofuran and, under ice-cooling and stirring, 628 mg of sodium bicarbonate is added. Then, 1.43 g of 2-(2-chloroacetamido-4-thiazolyl)-2-(Z)-[1-methyl-1-(p-nitrobenzyloxycarbonyl)ethoxyimino]acetyl chloride hydrochloride is added and the mixture is stirred at room temperature for 2 hours. The tetrahydrofuran is distilled off under reduced pressur... Reactants: Cl (HCl), ClC=1C=CC=C2C=C(C(=NC12)C1=C(C(=CC=C1)F)F)[C@H](C)NC(=O)C1=C(C(=O)O)C=CC=C1 (2-(((S)-1-(8-chloro-2-(2,3-difluorophenyl)quinolin-3-yl)ethyl)-carbamoyl)benzoic acid), C(C)O (ethanol), C(=O)(O)[O-].[Na+] (NaHCO3). Solvent: ice water. Reaction conditions: time 12 hour. Product: C(Cl)Cl.CO.[NH4+].[OH-] (CH2Cl2 MeOH NH4OH), ClC=1C=CC=C2C=C(C(=NC12)C1=C(C(=CC=C1)F)F)[C@H](C)N ((1S)-1-(8-chloro-2-(2,3-difluorophenyl)quinolin-3-yl)ethanamine). Reaction SMILES: [Cl:1][C:2]1[CH:3]=[CH:4][CH:5]=[C:6]2[C:11]=1[N:10]=[C:9]([C:12]1[CH:17]=[CH:16][CH:15]=[C:14]([F:18])[C:13]=1[F:19])[C:8]([C@@H:20]([NH:22][C:23](C1C=CC=CC=1C(O)=O)=[O:24])[CH3:21])=[CH:7]2.C([OH:36])C.[ClH:37].C([O-])(O)=O.[Na+]>>[CH2:2]([Cl:1])[Cl:37].[CH3:23][OH:24].[NH4+:10].[OH-:36].[Cl:1][C:2]1[CH:3]=[CH:4][CH:5]=[C:6]2[C:11]=1[N:10]=[C:9]([C:12]1[CH:17]=[CH:16][CH:15]=[C:14]([F:18])[C:13]=1[F:19])[C:8]([C@@H:20]([NH2:22])[CH3:21])=[CH:7]2 |f:3.4,5.6.7.8|. Procedure details: To a suspension of 2-(((S)-1-(8-chloro-2-(2,3-difluorophenyl)quinolin-3-yl)ethyl)-carbamoyl)benzoic acid (0.2515 g, 0.5387 mmol) in ethanol (3.000 mL, 0.5387 mmol) was added 12 N HCl (1.500 mL, 18.00 mmol), and the mixture was stirred under reflux. After 12 h, the mixture was poured into ice water (50 mL). The mixture was neutralized with NaHCO3 and extracted with CH2Cl2 (50 mL×3). The combined organic layers were washed with brine (50 mL×3), dried over Na2SO4, filtered, and concentrated under r... The reactants are NCC(=O)N(C1=CC=CC=C1)C(C)C (α-amino-N-isopropylacetanilide), C(=O)O (formic acid). The solvent is C1(=CC=CC=C1)C (toluene). Run at temperature 110 celsius, time 24 hour. Yields the product C(=O)NCC(=O)N(C1=CC=CC=C1)C(C)C (α-formamido-N-isopropylacetanilide). Reaction SMILES: [NH2:1][CH2:2][C:3]([N:5]([CH:12]([CH3:14])[CH3:13])[C:6]1[CH:11]=[CH:10][CH:9]=[CH:8][CH:7]=1)=[O:4].[CH:15](O)=[O:16]>C1(C)C=CC=CC=1>[CH:15]([NH:1][CH2:2][C:3]([N:5]([CH:12]([CH3:14])[CH3:13])[C:6]1[CH:11]=[CH:10][CH:9]=[CH:8][CH:7]=1)=[O:4])=[O:16]. Procedure: α-amino-N-isopropylacetanilide (76.8 g.) was mixed with 97% formic acid, boiling chips added and the mixture refluxed for 2 hours. After cooling to 110° C. and adding toluene, the temperature was again raised to reflux and held for 24 hours. The solvent was then removed and the residue recrystallized from benzene to give α-formamido-N-isopropylacetanilide. To a flask equipped with drying tube was added 55 g. of α-formamido-N-isopropylacetanilide. Triethylamine (126.0 g.) and 400 ml. methylene ch... Starting materials: NC=1SC(=CN1)C (2-amino-5-methylthiazole), C(C=C)Br (allylbromide). The product is Br.C(C=C)N1C(SC(=C1)C)=N (3-allyl-5-methylthiazol-2(3H)-imine hydrobromide). RXN SMILES: [NH2:1][C:2]1[S:3][C:4]([CH3:7])=[CH:5][N:6]=1.[CH2:8]([Br:11])[CH:9]=[CH2:10]>>[BrH:11].[CH2:10]([N:6]1[CH:5]=[C:4]([CH3:7])[S:3][C:2]1=[NH:1])[CH:9]=[CH2:8] |f:2.3|. Procedure: A mixture of 2-amino-5-methylthiazole (2.5 g) and allylbromide (3.31 g) was processed according to the method of Example 227A to afford the title compound that was taken directly to the next step. MS (ESI+) m/z 155 (M+H)+. Reactants: CS(=O)(=O)Cl, Oc1ccc(F)cc1Cl, c1ccncc1. The product is CS(=O)(=O)Oc1ccc(F)cc1Cl. As a reaction SMILES: [CH3:10][S:11](=[O:12])(=[O:13])[Cl:14].[Cl:1][c:2]1[c:3]([OH:9])[cH:4][cH:5][c:6]([F:8])[cH:7]1.[cH:15]1[cH:16][cH:17][n:18][cH:19][cH:20]1>>[Cl:1][c:2]1[c:3]([O:9][S:11]([CH3:10])(=[O:12])=[O:13])[cH:4][cH:5][c:6]([F:8])[cH:7]1. Starting materials: CN1CCCC1=O, O=C1Cc2c(Cl)cccc2Sc2ccc(F)cc21, [Cu+2], N#C[Cu]C#N, N, O, O=S(=O)([O-])[O-]. Yields the product N#Cc1cccc2c1CC(=O)c1cc(F)ccc1S2. As a reaction SMILES: [CH3:24][N:25]1[CH2:26][CH2:27][CH2:28][C:29]1=[O:30].[Cl:1][c:2]1[cH:3][cH:4][cH:5][c:6]2[c:7]1[CH2:8][C:9](=[O:18])[c:10]1[c:11]([cH:13][cH:14][c:15]([F:17])[cH:16]1)[S:12]2.[Cu+2:37].[Cu:19]([C:20]#[N:21])[C:22]#[N:23].[NH3:31].[OH2:38].[S:32]([O-:33])([O-:34])(=[O:35])=[O:36]>>[c:2]1([C:20]#[N:21])[cH:3][cH:4][cH:5][c:6]2[c:7]1[CH2:8][C:9](=[O:18])[c:10]1[c:11]([cH:13][cH:14][c:15]([F:17])[cH:16]1)[S:12]2. Starting materials: ClC1=[N+](C(=CC=C1)Cl)[O-] (2,6-dichloropyridine N-oxide), CC(CCO)CC(C)(C)C (3,5,5-trimethyl-1-hexanol), [OH-].[Na+] (sodium hydroxide). Solvent: CS(=O)C (DMSO). Yields the product ClC1=[N+](C(=CC=C1)OCCC(CC(C)(C)C)C)[O-] (2-chloro-6-(3,5,5trimethylhexyloxy)pyridine N-oxide). RXN SMILES: Cl[C:2]1[CH:7]=[CH:6][CH:5]=[C:4]([Cl:8])[N+:3]=1[O-:9].[CH3:10][CH:11]([CH2:15][C:16]([CH3:19])([CH3:18])[CH3:17])[CH2:12][CH2:13][OH:14].[OH-].[Na+]>CS(C)=O>[Cl:8][C:4]1[CH:5]=[CH:6][CH:7]=[C:2]([O:14][CH2:13][CH2:12][CH:11]([CH3:10])[CH2:15][C:16]([CH3:19])([CH3:18])[CH3:17])[N+:3]=1[O-:9] |f:2.3|. Procedure details: The 0.82 g (0.0050 moles) of 2,6-dichloropyridine N-oxide and 0.80 g (90%) (0.0050 moles) of 3,5,5-trimethyl-1-hexanol was reacted with 0.206 g (0.0050 moles) of ground sodium hydroxide in 8.2 ml of DMSO at 80° C. for 8.5 hours to give 2-chloro-6-(3,5,5trimethylhexyloxy)pyridine N-oxide. It was reacted with 0.600 g (0.015 moles) of ground sodium hydroxide at 80° C. for 4 hours to give 1-hydroxy-6-(3,5,5-trimethyl-hexyloxy) pyridine-2(1H)-one. After cooling, it was added 74 ml of water and was ad...